From a dataset of the Open Reaction Database (ORD), a public repository of structured organic reaction records. describe an organic reaction: reactants, conditions, products, and yield Reactants: CCO, [H][H], COC(=O)CSCc1ccccc1[N+](=O)[O-]. Yields the product COC(=O)CSCc1ccccc1N. Reaction SMILES: [CH3:19][CH2:20][OH:21].[H:17][H:18].[N+:1]([O-:2])(=[O:3])[c:4]1[c:5]([CH2:6][S:7][CH2:8][C:9](=[O:10])[O:11][CH3:12])[cH:13][cH:14][cH:15][cH:16]1>>[NH2:1][c:4]1[c:5]([CH2:6][S:7][CH2:8][C:9](=[O:10])[O:11][CH3:12])[cH:13][cH:14][cH:15][cH:16]1. Reactants: CC1=CC=C(C=C1)S(=O)(=O)OC[C@H]1NC(C1)=O ([(2S)-4-oxoazetidin-2-yl]methyl 4-methylbenzenesulfonate), C([O-])([O-])=O.[K+].[K+] (potassium carbonate), N1CCCCC1 (piperidine). Solvent: C(C)#N (acetonitrile). Product: N1(CCCCC1)C[C@@H]1CC(N1)=O ((4S)-4-(piperidin-1-ylmethyl)azetidin-2-one). Isolated yield 100.0%. RXN SMILES: CC1C=CC(S(O[CH2:12][C@@H:13]2[CH2:16][C:15](=[O:17])[NH:14]2)(=O)=O)=CC=1.C(=O)([O-])[O-].[K+].[K+].[NH:24]1[CH2:29][CH2:28][CH2:27][CH2:26][CH2:25]1>C(#N)C>[N:24]1([CH2:12][C@H:13]2[NH:14][C:15](=[O:17])[CH2:16]2)[CH2:29][CH2:28][CH2:27][CH2:26][CH2:25]1 |f:1.2.3|. Reported procedure: A mixture of [(2S)-4-oxoazetidin-2-yl]methyl 4-methylbenzenesulfonate a41 (0.23 g, 0.9 mol, 1 eq), potassium carbonate (0.25 g, 1.8 mmol, 2 eq) and piperidine a14 (0.15 ml, 1.5 mmol, 1.6 eq) is refluxed in acetonitrile (5 ml) for 4 h. The reaction mixture is then concentrated and the residue is taken up in ether, filtered and concentrated to give 0.17 g of (4S)-4-(piperidin-1-ylmethyl)azetidin-2-one a42. Reactants: ClC1=C2C=C(C(=NC2=CC=N1)C1=CC=C(C=C1)CN1CCC(CC1)C1=NN=C(N1)C1=NC=CN=C1)C1=CC=CC=C1 (5-chloro-3-phenyl-2-(4-{[4-(5-pyrazin-2-yl-4H-1,2,4-triazol-3-yl)piperidin-1-yl]methyl}phenyl)-1,6-naphthyridine), NN (hydrazine). The solvent is O1CCOCC1 (1,4-dioxane). Run at temperature 100 celsius. Product: N(N)C1=C2C=C(C(=NC2=CC=N1)C1=CC=C(C=C1)CN1CCC(CC1)C1=NN=C(N1)C1=NC=CN=C1)C1=CC=CC=C1 (5-hydrazino-3-phenyl-2-(4-{[4-(5-pyrazin-2-yl-4H-1,2,4-triazol-3-yl)piperidin-1-yl]methyl}phenyl)-1,6-napthyridine). Reaction SMILES: Cl[C:2]1[N:11]=[CH:10][CH:9]=[C:8]2[C:3]=1[CH:4]=[C:5]([C:36]1[CH:41]=[CH:40][CH:39]=[CH:38][CH:37]=1)[C:6]([C:12]1[CH:17]=[CH:16][C:15]([CH2:18][N:19]3[CH2:24][CH2:23][CH:22]([C:25]4[NH:29][C:28]([C:30]5[CH:35]=[N:34][CH:33]=[CH:32][N:31]=5)=[N:27][N:26]=4)[CH2:21][CH2:20]3)=[CH:14][CH:13]=1)=[N:7]2.[NH2:42][NH2:43]>O1CCOCC1>[NH:42]([C:2]1[N:11]=[CH:10][CH:9]=[C:8]2[C:3]=1[CH:4]=[C:5]([C:36]1[CH:41]=[CH:40][CH:39]=[CH:38][CH:37]=1)[C:6]([C:12]1[CH:17]=[CH:16][C:15]([CH2:18][N:19]3[CH2:24][CH2:23][CH:22]([C:25]4[NH:29][C:28]([C:30]5[CH:35]=[N:34][CH:33]=[CH:32][N:31]=5)=[N:27][N:26]=4)[CH2:21][CH2:20]3)=[CH:14][CH:13]=1)=[N:7]2)[NH2:43]. Procedure: To a stirred solution of 10-2 (0.5 g, 0.9 mMol) in anhydrous 1,4-dioxane (5 mL) was added hydrazine (0.56 mL, 17.8 mMol). The solution was heated to 100° C. in a microwave reactor for 20 minutes. The solvent was removed in vacuo and was dried azeotropically with toluene three times. The crude solid was triturated with a saturated NaHCO3 solution for 20 minutes. The suspension was filtered and washed with copious amounts of water. The solid was dried azeotropically with toluene three times to yie...